Dataset: the Open Reaction Database (ORD), a public repository of structured organic reaction records. Task: describe an organic reaction: reactants, conditions, products, and yield Solvent: N1=CC=CC=C1 (pyridine). Procedure details: A mixture of 0.5 g of 4-(3-nitro-phenyl)-thiazol-2-ylamine hydrobromide with 0.36 g of 4-isopropylbenzenesulfonyl chloride was stirred overnight with 2 ml of pyridine. The resulting, red colored suspension was poured into 25 ml of 1N hydrochloric acid and the organic phase was separated and dissolved in a mixture of 20 ml of ethanol and 20 ml of 2N sodium hydroxide solution. After the addition of 0.5 g of active charcoal the mixture was stirred at room temperature for 30 minutes and subsequently... Reaction conditions: time 30 minute. Product: C(C)(C)C1=CC=C(C=C1)S(=O)(=O)NC=1SC=C(N1)C1=CC(=CC=C1)[N+](=O)[O-] (4-isopropyl-N-[4-(3-nitro-phenyl)-thiazol-2-yl]-benzenesulfonamide). Isolated yield 25.6%. RXN SMILES: Br.[N+:2]([C:5]1[CH:6]=[C:7]([C:11]2[N:12]=[C:13]([NH2:16])[S:14][CH:15]=2)[CH:8]=[CH:9][CH:10]=1)([O-:4])=[O:3].[CH:17]([C:20]1[CH:25]=[CH:24][C:23]([S:26](Cl)(=[O:28])=[O:27])=[CH:22][CH:21]=1)([CH3:19])[CH3:18].Cl>N1C=CC=CC=1>[CH:17]([C:20]1[CH:25]=[CH:24][C:23]([S:26]([NH:16][C:13]2[S:14][CH:15]=[C:11]([C:7]3[CH:8]=[CH:9][CH:10]=[C:5]([N+:2]([O-:4])=[O:3])[CH:6]=3)[N:12]=2)(=[O:28])=[O:27])=[CH:22][CH:21]=1)([CH3:19])[CH3:18] |f:0.1|. Starting materials: Br.[N+](=O)([O-])C=1C=C(C=CC1)C=1N=C(SC1)N (4-(3-nitro-phenyl)-thiazol-2-ylamine hydrobromide), C(C)(C)C1=CC=C(C=C1)S(=O)(=O)Cl (4-isopropylbenzenesulfonyl chloride), Cl (hydrochloric acid). Starting materials: CC1(C2=CC(=CC=C2C=2C=CC(=CC12)N(C1=CC=C(C=C1)C)C1=CC=C(C=C1)C)B1OC(C(O1)(C)C)(C)C)C (9,9-dimethyl-7-(4,4,5,5-tetramethyl-1,3,2-dioxaborolan-2-yl)-N,N-di-p-tolyl-9H-fluoren-2-amine), CC1(C2=CC(=CC=C2C=2C=CC(=CC12)N(C1=CC=C(C=C1)C)C1=CC=C(C=C1)C)B1OC(C(O1)(C)C)(C)C)C (9,9-dimethyl-7-(4,4,5,5-tetramethyl-1,3,2-dioxaborolan-2-yl)-N,N-di-p-tolyl-9H-fluoren-2-amine), IC1=NC=C(C=C1)Br (2-iodo-5-bromo-pyridine), C(=O)([O-])[O-].[K+].[K+] (K2CO3). The reagents and catalysts are C=1C=CC(=CC1)[P](C=2C=CC=CC2)(C=3C=CC=CC3)[Pd]([P](C=4C=CC=CC4)(C=5C=CC=CC5)C=6C=CC=CC6)([P](C=7C=CC=CC7)(C=8C=CC=CC8)C=9C=CC=CC9)[P](C=1C=CC=CC1)(C=1C=CC=CC1)C=1C=CC=CC1 (Pd(PPh3)4). The solvent is O1CCOCC1.O (dioxane water). Conditions: temperature 90 celsius. Yields the product BrC=1C=CC(=NC1)C1=CC=C2C=3C=CC(=CC3C(C2=C1)(C)C)N(C1=CC=C(C=C1)C)C1=CC=C(C=C1)C (7-(5-bromopyridin-2-yl)-9,9-dimethyl-N,N-di-p-tolyl-9H-fluoren-2-amine). Yield: 77.0%. Reaction SMILES: [CH3:1][C:2]1([CH3:39])[C:14]2[CH:13]=[C:12]([N:15]([C:23]3[CH:28]=[CH:27][C:26]([CH3:29])=[CH:25][CH:24]=3)[C:16]3[CH:21]=[CH:20][C:19]([CH3:22])=[CH:18][CH:17]=3)[CH:11]=[CH:10][C:9]=2[C:8]2[C:3]1=[CH:4][C:5](B1OC(C)(C)C(C)(C)O1)=[CH:6][CH:7]=2.I[C:41]1[CH:46]=[CH:45][C:44]([Br:47])=[CH:43][N:42]=1.C([O-])([O-])=O.[K+].[K+]>O1CCOCC1.O.C1C=CC([P]([Pd]([P](C2C=CC=CC=2)(C2C=CC=CC=2)C2C=CC=CC=2)([P](C2C=CC=CC=2)(C2C=CC=CC=2)C2C=CC=CC=2)[P](C2C=CC=CC=2)(C2C=CC=CC=2)C2C=CC=CC=2)(C2C=CC=CC=2)C2C=CC=CC=2)=CC=1>[Br:47][C:44]1[CH:45]=[CH:46][C:41]([C:5]2[CH:4]=[C:3]3[C:8]([C:9]4[CH:10]=[CH:11][C:12]([N:15]([C:23]5[CH:28]=[CH:27][C:26]([CH3:29])=[CH:25][CH:24]=5)[C:16]5[CH:21]=[CH:20][C:19]([CH3:22])=[CH:18][CH:17]=5)=[CH:13][C:14]=4[C:2]3([CH3:1])[CH3:39])=[CH:7][CH:6]=2)=[N:42][CH:43]=1 |f:2.3.4,5.6,^1:64,66,85,104|. Procedure: A mixture of 9,9-dimethyl-7-(4,4,5,5-tetramethyl-1,3,2-dioxaborolan-2-yl)-N,N-di-p-tolyl-9H-fluoren-2-amine (Compound 33) (5.0 g, 9.7 mmol), 2-iodo-5-bromo-pyridine (8.26 g, 29.1 mmol), Pd(PPh3)4 (0.56 g, 0.48 mmol) and K2CO3 (5.36 g, 38.8 mmol) in dioxane/water (65 mL/13 mL) was degassed and heated at about 90° C. overnight. The resulting mixture was worked up with ethyl acetate and brine. The organic phase was dried over Na2SO4, loaded on silica gel, purified by flash column (hexanes/dichlorom... Starting materials: C(C)(C)(C)OC(=O)N1CCC(CC1)C(N(C)OC)=O (4-(Methoxy-methyl-carbamoyl)-piperidine-1-carboxylic acid tert-butyl ester), [H-].[H-].[H-].[H-].[Li+].[Al+3] (LAH), MgSO4.7H2O, OS(=O)(=O)[O-].[K+] (KHSO4). The solvent is C1CCOC1 (THF), C1CCOC1 (THF). Reaction conditions: time 30 minute. The product is C(C)(C)(C)OC(=O)N1CCC(CC1)C=O (4-Formyl-piperidine-1-carboxylic acid tert-butyl ester). The yield is 108.0%. As a reaction SMILES: [H-].[H-].[H-].[H-].[Li+].[Al+3].[C:7]([O:11][C:12]([N:14]1[CH2:19][CH2:18][CH:17]([C:20](=[O:25])N(OC)C)[CH2:16][CH2:15]1)=[O:13])([CH3:10])([CH3:9])[CH3:8].OS([O-])(=O)=O.[K+]>C1COCC1>[C:7]([O:11][C:12]([N:14]1[CH2:19][CH2:18][CH:17]([CH:20]=[O:25])[CH2:16][CH2:15]1)=[O:13])([CH3:10])([CH3:9])[CH3:8] |f:0.1.2.3.4.5,7.8|. Procedure details: A solution of 5.46 g (143.8 mmol) of LAH in 600 ml THF was cooled (−50° C.) and treated during 25 min with a solution of 35.6 g (130.7 mmol) of 4-(Methoxy-methyl-carbamoyl)-piperidine-1-carboxylic acid tert-butyl ester in 600 ml THF. The reaction was warmed up to RT for 3.5 h, cooled (−78° C.) and hydrolyzed with a suspension of 35 g MgSO4.7H2O, 35 g silicagel in 130 ml aqueous 10% KHSO4. The cooling bath was removed, THF was added, the mixture was stirred for 30 min and filtered. After evaporat...